Dataset: the Open Reaction Database (ORD), a public repository of structured organic reaction records. Task: describe an organic reaction: reactants, conditions, products, and yield The reactants are Cl (HCl), ClC=1C(=NC=CC1)N1N=C(CC1(C(=O)OC)O)CO (methyl 1-(3-chloropyridin-2-yl)-5-hydroxy-3-(hydroxymethyl)-4,5-dihydro-1H-pyrazole-5-carboxylate). Run in CO (methanol). Reaction conditions: time 30 minute. The product is ClC=1C(=NC=CC1)N1N=C(C=C1C(=O)OC)CO (Methyl 1-(3-chloropyridin-2-yl)-3-(hydroxymethyl)-1H-pyrazole-5-carboxylate). RXN SMILES: Cl.[Cl:2][C:3]1[C:4]([N:9]2[C:13](O)([C:14]([O:16][CH3:17])=[O:15])[CH2:12][C:11]([CH2:19][OH:20])=[N:10]2)=[N:5][CH:6]=[CH:7][CH:8]=1>CO>[Cl:2][C:3]1[C:4]([N:9]2[C:13]([C:14]([O:16][CH3:17])=[O:15])=[CH:12][C:11]([CH2:19][OH:20])=[N:10]2)=[N:5][CH:6]=[CH:7][CH:8]=1. Procedure: HCl solution (9.1 g, as 4% solution in methanol) was added to the suspension of 28.5 g (0.1 mol) of methyl 1-(3-chloropyridin-2-yl)-5-hydroxy-3-(hydroxymethyl)-4,5-dihydro-1H-pyrazole-5-carboxylate in 100 ml of methanol. After ca. 30 min at 25-30° C., a clear, yellow solution had formed. Methanol was removed in vacuo and the precipitate was washed with water. Yield 26.7 g, 100%. M.p. 104° C. Starting materials: COC(=O)c1ccc(F)c(-c2c(F)ccc(OCc3ccccc3)c2F)n1, CO, CCOC(C)=O, [H][H]. The product is COC(=O)c1ccc(F)c(-c2c(F)ccc(O)c2F)n1. As a reaction SMILES: [CH2:1]([c:2]1[cH:3][cH:4][cH:5][cH:6][cH:7]1)[O:8][c:9]1[c:10]([F:27])[c:11](-[c:16]2[c:17]([F:26])[cH:18][cH:19][c:20]([C:22](=[O:23])[O:24][CH3:25])[n:21]2)[c:12]([F:15])[cH:13][cH:14]1.[CH3:30][OH:31].[CH3:32][CH2:33][O:34][C:35](=[O:36])[CH3:37].[H:28][H:29]>>[OH:8][c:9]1[c:10]([F:27])[c:11](-[c:16]2[c:17]([F:26])[cH:18][cH:19][c:20]([C:22](=[O:23])[O:24][CH3:25])[n:21]2)[c:12]([F:15])[cH:13][cH:14]1. Starting materials: CC(C)CCCCCCCCCCCC(=O)Cl, CCO, ClCCl, Cl, O=[N+]([O-])c1ccc(O)c(O)c1, Nc1ccc(O)c(O)c1, [Na+], [OH-]. Yields the product CC(C)CCCCCCCCCCCC(=O)Nc1ccc(O)c(O)c1. Reaction SMILES: [CH3:12][CH:13]([CH2:14][CH2:15][CH2:16][CH2:17][CH2:18][CH2:19][CH2:20][CH2:21][CH2:22][CH2:23][CH2:24][C:25](=[O:26])[Cl:27])[CH3:28].[CH3:41][CH2:42][OH:43].[Cl:44][CH2:45][Cl:46].[ClH:40].[N+:29]([c:30]1[cH:31][c:32]([OH:33])[c:34]([OH:35])[cH:36][cH:37]1)([O-:38])=[O:39].[NH2:1][c:2]1[cH:3][c:4]([OH:9])[c:5]([OH:8])[cH:6][cH:7]1.[Na+:11].[OH-:10]>>[NH:1]([c:2]1[cH:3][c:4]([OH:9])[c:5]([OH:8])[cH:6][cH:7]1)[C:25]([CH2:24][CH2:23][CH2:22][CH2:21][CH2:20][CH2:19][CH2:18][CH2:17][CH2:16][CH2:15][CH2:14][CH:13]([CH3:12])[CH3:28])=[O:26]. The reactants are O=C([O-])O, CCCCSC1COC(c2cccc(C(F)(F)F)c2)=NN1C(=O)Nc1ccc(C(F)(F)F)cc1, ClCCl, [Na+], O=C(OO)c1cccc(Cl)c1. Yields the product CCCCS(=O)C1COC(c2cccc(C(F)(F)F)c2)=NN1C(=O)Nc1ccc(C(F)(F)F)cc1. Reaction SMILES: [C:35]([O-:36])(=[O:37])[OH:38].[CH2:1]([CH2:2][CH2:3][CH3:4])[S:5][CH:6]1[N:7]([C:22](=[O:23])[NH:24][c:25]2[cH:26][cH:27][c:28]([C:31]([F:32])([F:33])[F:34])[cH:29][cH:30]2)[N:8]=[C:9]([c:12]2[cH:13][c:14]([C:18]([F:19])([F:20])[F:21])[cH:15][cH:16][cH:17]2)[O:10][CH2:11]1.[Cl:51][CH2:52][Cl:53].[Na+:39].[OH:40][O:41][C:42]([c:43]1[cH:44][c:45]([Cl:46])[cH:47][cH:48][cH:49]1)=[O:50]>>[CH2:1]([CH2:2][CH2:3][CH3:4])[S:5]([CH:6]1[N:7]([C:22](=[O:23])[NH:24][c:25]2[cH:26][cH:27][c:28]([C:31]([F:32])([F:33])[F:34])[cH:29][cH:30]2)[N:8]=[C:9]([c:12]2[cH:13][c:14]([C:18]([F:19])([F:20])[F:21])[cH:15][cH:16][cH:17]2)[O:10][CH2:11]1)=[O:36].